Dataset: the Open Reaction Database (ORD), a public repository of structured organic reaction records. Task: describe an organic reaction: reactants, conditions, products, and yield The reactants are CCO, Cl, [H][H], [Pd], O=C1CN(Cc2ccccc2)CCN1Cc1ccccc1. Product: Cl, O=C1CNCCN1Cc1ccccc1. RXN SMILES: [CH3:25][CH2:26][OH:27].[ClH:1].[H:23][H:24].[Pd:28].[c:2]1([CH2:8][N:9]2[C:10](=[O:22])[CH2:11][N:12]([CH2:15][c:16]3[cH:17][cH:18][cH:19][cH:20][cH:21]3)[CH2:13][CH2:14]2)[cH:3][cH:4][cH:5][cH:6][cH:7]1>>[ClH:1].[c:2]1([CH2:8][N:9]2[C:10](=[O:22])[CH2:11][NH:12][CH2:13][CH2:14]2)[cH:3][cH:4][cH:5][cH:6][cH:7]1.